Task: describe an organic reaction: reactants, conditions, products, and yield. Dataset: the Open Reaction Database (ORD), a public repository of structured organic reaction records Starting materials: C(=O)(OC(C)(C)C)N1CCC(CC1)C=1N(N=CC1CO)C1CC1 (N-Boc-4-(2-cyclopropyl-4-hydroxymethyl-2H-pyrazol-3-yl)-piperidine). Reagents/catalysts: O=[Mn]=O (MnO2). The solvent is C1CCOC1 (THF). Product: C(=O)(OC(C)(C)C)N1CCC(CC1)C=1N(N=CC1C=O)C1CC1 (N-Boc-4-(2-cyclopropyl-4-formyl-2H-pyrazol-3-yl)-piperidine). The yield is 70.7%. RXN SMILES: [C:1]([N:8]1[CH2:13][CH2:12][CH:11]([C:14]2[N:15]([CH:21]3[CH2:23][CH2:22]3)[N:16]=[CH:17][C:18]=2[CH2:19][OH:20])[CH2:10][CH2:9]1)([O:3][C:4]([CH3:7])([CH3:6])[CH3:5])=[O:2]>C1COCC1.O=[Mn]=O>[C:1]([N:8]1[CH2:9][CH2:10][CH:11]([C:14]2[N:15]([CH:21]3[CH2:23][CH2:22]3)[N:16]=[CH:17][C:18]=2[CH:19]=[O:20])[CH2:12][CH2:13]1)([O:3][C:4]([CH3:7])([CH3:6])[CH3:5])=[O:2]. Reported procedure: The above acid (300 mg, 0.894 mmol) was dissolved in 5 mL of THF. To this solution was added 3.58 mL (3.58 mmol) of 1M borane in THF. After stirring for 5 h, the mixture was poured into 15 mL of 5% HCl. The solution was extracted with 200 mL of EtOAc, and the extract was washed with saturated NaHCO3 and brine, dried over MgSO4, filtered, concentrated, and chromatographed (10–100 EtOAc in hexanes) to give 120 mg of N-Boc-4-(2-cyclopropyl-4-hydroxymethyl-2H-pyrazol-3-yl)-piperidine. This alcohol (... Starting materials: NC1=NC(=C(N=C1C#N)Br)C (2-amino-3-cyano-5-bromo-6-methylpyrazine), tetrakis(triphenylphosphine)palladium(0)in, FC(C=1C=C(C=C(C1)C(F)(F)F)B(O)O)(F)F (3,5-di(trifluoromethyl)phenylboronic acid), C([O-])([O-])=O.[K+].[K+] (potassium carbonate). Solvent: C1(=CC=CC=C1)C (toluene). Yields the product NC1=NC(=C(N=C1C#N)C1=CC(=CC(=C1)C(F)(F)F)C(F)(F)F)C (2-amino-3-cyano-5-[3,5-di (trifluoro-methyl)phenyl]-6-methylpyrazine). As a reaction SMILES: [NH2:1][C:2]1[C:7]([C:8]#[N:9])=[N:6][C:5](Br)=[C:4]([CH3:11])[N:3]=1.[F:12][C:13]([F:28])([F:27])[C:14]1[CH:15]=[C:16](B(O)O)[CH:17]=[C:18]([C:20]([F:23])([F:22])[F:21])[CH:19]=1.C(=O)([O-])[O-].[K+].[K+]>C1(C)C=CC=CC=1>[NH2:1][C:2]1[C:7]([C:8]#[N:9])=[N:6][C:5]([C:16]2[CH:17]=[C:18]([C:20]([F:23])([F:21])[F:22])[CH:19]=[C:14]([C:13]([F:12])([F:28])[F:27])[CH:15]=2)=[C:4]([CH3:11])[N:3]=1 |f:2.3.4|. Procedure details: This compound is prepared in a manner analogous to that of Step A of Example 4, using 1.7 grams (0.008 mole) of 2-amino-3-cyano-5-bromo-6-methylpyrazine, 3.2 grams (0.012 mole) of 3,5-di(trifluoromethyl)phenylboronic acid, 4.3 grams (0.031 mole) of potassium carbonate and 0.3 gram of tetrakis(triphenylphosphine)palladium(0)in 150 mL of toluene, yielding 2-amino-3-cyano-5-[3,5-di (trifluoro-methyl)phenyl]-6-methylpyrazine. Reactants: CCOC(=O)c1cnc2[nH]ncc2c1N1CCC(N)(Cc2ccc(C(C)(C)C)cc2)CC1, [K+], [OH-], O. Yields the product CC(C)(C)c1ccc(CC2(N)CCN(c3ccnc4[nH]ncc34)CC2)cc1. As a reaction SMILES: [CH2:1]([O:2][C:3](=[O:4])[c:6]1[c:7]([N:15]2[CH2:16][CH2:17][C:18]([CH2:21][c:22]3[cH:23][cH:24][c:25]([C:28]([CH3:29])([CH3:30])[CH3:31])[cH:26][cH:27]3)([NH2:32])[CH2:19][CH2:20]2)[c:8]2[c:9]([n:10][cH:11]1)[nH:12][n:13][cH:14]2)[CH3:5].[K+:35].[OH-:34].[OH2:33]>>[cH:6]1[c:7]([N:15]2[CH2:16][CH2:17][C:18]([CH2:21][c:22]3[cH:23][cH:24][c:25]([C:28]([CH3:29])([CH3:30])[CH3:31])[cH:26][cH:27]3)([NH2:32])[CH2:19][CH2:20]2)[c:8]2[c:9]([n:10][cH:11]1)[nH:12][n:13][cH:14]2. Starting materials: C1CCOC1, CCOC(C)=O, O=C(Nc1ccc(Cl)cn1)c1ccccc1[N+](=O)[O-]. Yields the product Nc1ccccc1C(=O)Nc1ccc(Cl)cn1. As a reaction SMILES: [CH2:20]1[O:21][CH2:22][CH2:23][CH2:24]1.[CH3:25][CH2:26][O:27][C:28](=[O:29])[CH3:30].[Cl:1][c:2]1[cH:3][cH:4][c:5]([NH:8][C:9]([c:10]2[c:11]([N+:16]([O-:17])=[O:18])[cH:12][cH:13][cH:14][cH:15]2)=[O:19])[n:6][cH:7]1>>[Cl:1][c:2]1[cH:3][cH:4][c:5]([NH:8][C:9]([c:10]2[c:11]([NH2:16])[cH:12][cH:13][cH:14][cH:15]2)=[O:19])[n:6][cH:7]1.